Dataset: the Open Reaction Database (ORD), a public repository of structured organic reaction records. Task: describe an organic reaction: reactants, conditions, products, and yield Procedure details: To a suspension of 4-(hydroxymethyl)-4-methyloxazolidin-2-one (1.89 g, 14.4 mmol) in 1,2-dichloroethane (10 ml) was added thionyl chloride (5.0 ml, 69 mmol) dropwise over 10 min. Pyridine (5.0 ml, 62 mmol) was added, and the solution heated to 110° C. for 2 h. The solution was cooled to RT, concentrated, and the residue purified by flash chromatography (30%→100% EtOAc in hexanes) to give the title compound as a white solid (1.52 g, 10.2 mmmol, 71%). 1H NMR (CDCl3, 400 MHz) δ 1.49 (s, 3H), 3.55 (... The reactants are S(=O)(Cl)Cl (thionyl chloride), OCC1(NC(OC1)=O)C (4-(hydroxymethyl)-4-methyloxazolidin-2-one), N1=CC=CC=C1 (Pyridine). Isolated yield 70.6%. Reaction SMILES: O[CH2:2][C:3]1([CH3:9])[CH2:7][O:6][C:5](=[O:8])[NH:4]1.S(Cl)([Cl:12])=O.N1C=CC=CC=1>ClCCCl>[Cl:12][CH2:2][C:3]1([CH3:9])[CH2:7][O:6][C:5](=[O:8])[NH:4]1. Yields the product ClCC1(NC(OC1)=O)C (4-(Chloromethyl)-4-methyloxazolidin-2-one). Solvent: ClCCCl (1,2-dichloroethane). Reaction conditions: temperature 110 celsius. Starting materials: C([O-])([O-])=O.[Na+].[Na+] (sodium carbonate), ClC=1C=CC(=NC1)NC(C1=C(C=CC(=C1)I)NC(=O)C1CCN(CC1)C(C)C)=O (N-(5-chloropyridin-2-yl)-5-iodo-2-[(1-isopropylpiperidin-4-ylcarbonyl)amino]benzamide), C1(=CC=CC=C1)B(O)O (phenylboronic acid), O (water). Reagents/catalysts: C=1C=CC(=CC1)[P](C=2C=CC=CC2)(C=3C=CC=CC3)[Pd]([P](C=4C=CC=CC4)(C=5C=CC=CC5)C=6C=CC=CC6)([P](C=7C=CC=CC7)(C=8C=CC=CC8)C=9C=CC=CC9)[P](C=1C=CC=CC1)(C=1C=CC=CC1)C=1C=CC=CC1 (tetrakis(triphenylphosphine)palladium(0)). The solvent is C1(=CC=CC=C1)C (toluene). Run at temperature 90 celsius. The product is Cl.ClC=1C=CC(=NC1)NC(C1=C(C=CC(=C1)C1=CC=CC=C1)NC(=O)C1CCN(CC1)C(C)C)=O (N-(5-Chloropyridin-2-yl)-2-[(1-isopropylpiperidin-4-ylcarbonyl)amino]-5-phenylbenzamide Hydrochloride). Isolated yield 115.4%. RXN SMILES: [Cl:1][C:2]1[CH:3]=[CH:4][C:5]([NH:8][C:9](=[O:29])[C:10]2[CH:15]=[C:14](I)[CH:13]=[CH:12][C:11]=2[NH:17][C:18]([CH:20]2[CH2:25][CH2:24][N:23]([CH:26]([CH3:28])[CH3:27])[CH2:22][CH2:21]2)=[O:19])=[N:6][CH:7]=1.[C:30]1(B(O)O)[CH:35]=[CH:34][CH:33]=[CH:32][CH:31]=1.O.C(=O)([O-])[O-].[Na+].[Na+]>C1(C)C=CC=CC=1.C1C=CC([P]([Pd]([P](C2C=CC=CC=2)(C2C=CC=CC=2)C2C=CC=CC=2)([P](C2C=CC=CC=2)(C2C=CC=CC=2)C2C=CC=CC=2)[P](C2C=CC=CC=2)(C2C=CC=CC=2)C2C=CC=CC=2)(C2C=CC=CC=2)C2C=CC=CC=2)=CC=1>[ClH:1].[Cl:1][C:2]1[CH:3]=[CH:4][C:5]([NH:8][C:9](=[O:29])[C:10]2[CH:15]=[C:14]([C:30]3[CH:35]=[CH:34][CH:33]=[CH:32][CH:31]=3)[CH:13]=[CH:12][C:11]=2[NH:17][C:18]([CH:20]2[CH2:25][CH2:24][N:23]([CH:26]([CH3:28])[CH3:27])[CH2:22][CH2:21]2)=[O:19])=[N:6][CH:7]=1 |f:3.4.5,8.9,^1:56,58,77,96|. Procedure details: To a stirring solution of N-(5-chloropyridin-2-yl)-5-iodo-2-[(1-isopropylpiperidin-4-ylcarbonyl)amino]benzamide (0.29 g, 0.54 mmol), tetrakis(triphenylphosphine)palladium(0) (35 mg, 0.03 mmol), and phenylboronic acid (81 mg, 0.66 mmol) in toluene (5 mL) was added water (0.55 mL) and a 2 M aqueous sodium carbonate solution (0.55 mL, 1.1 mmol). The mixture was heated to 85-95° C. for 1 h, cooled to room temperature, partitioned between ethyl acetate and saturated aqueous sodium bicarbonate. The or... The reactants are O (water), FC1=C(C(=CC=C1)F)C(=O)N[C@@H](CC1=CC=C(C=C1)C=1C(N(C(N(C1C)C)=O)C)=O)C(=O)O (N-[(2,6-difluorophenyl)carbonyl]-4-(1,3,6-trimethyl-2,4-dioxo-5-pyrimidinyl)-L-phenylalanine), C([O-])(O)=O.[Na+] (sodium bicarbonate), ICC (iodoethane). Run in CN(C)C=O (DMF). Conditions: time 48 hour. Product: C(C)OC([C@@H](NC(=O)C1=C(C=CC=C1F)F)CC1=CC=C(C=C1)C=1C(N(C(N(C1C)C)=O)C)=O)=O (N-[(2,6-difluorophenyl)carbonyl]-4-(1,3,6-trimethyl-2,4-dioxo-5-pyrimidinyl)-L-phenylalanine ethyl ester). Isolated yield 92.9%. RXN SMILES: [F:1][C:2]1[CH:7]=[CH:6][CH:5]=[C:4]([F:8])[C:3]=1[C:9]([NH:11][C@H:12]([C:31]([OH:33])=[O:32])[CH2:13][C:14]1[CH:19]=[CH:18][C:17]([C:20]2[C:21](=[O:30])[N:22]([CH3:29])[C:23](=[O:28])[N:24]([CH3:27])[C:25]=2[CH3:26])=[CH:16][CH:15]=1)=[O:10].C(=O)(O)[O-].[Na+].I[CH2:40][CH3:41].O>CN(C=O)C>[CH2:40]([O:32][C:31](=[O:33])[C@H:12]([CH2:13][C:14]1[CH:15]=[CH:16][C:17]([C:20]2[C:21](=[O:30])[N:22]([CH3:29])[C:23](=[O:28])[N:24]([CH3:27])[C:25]=2[CH3:26])=[CH:18][CH:19]=1)[NH:11][C:9]([C:3]1[C:2]([F:1])=[CH:7][CH:6]=[CH:5][C:4]=1[F:8])=[O:10])[CH3:41] |f:1.2|. Procedure: To a suspension of N-[(2,6-difluorophenyl)carbonyl]-4-(1,3,6-trimethyl-2,4-dioxo-5-pyrimidinyl)-L-phenylalanine (0.743 mmol, 340 mg) and sodium bicarbonate (5.94 mmol, 499 mg) in DMF (3.8 mL) was added iodoethane (5.94 mmol, 0.475 mL) at room temperature. The mixture was stirred for 48 h at room temperature. Then, the reaction mixture was poured into water (100 mL) and was extracted with ethyl acetate (3×25 mL). The combined extracts were washed with brine solution (80 mL) and were dried over an... Starting materials: c1ccc(CN2CCOc3nc(N4CCOCC4)cnc3C2)cc1, CO. Product: c1nc2c(nc1N1CCOCC1)OCCNC2. RXN SMILES: [CH2:1]([c:2]1[cH:3][cH:4][cH:5][cH:6][cH:7]1)[N:8]1[CH2:9][CH2:10][O:11][c:12]2[c:13]([n:15][cH:16][c:17]([N:19]3[CH2:20][CH2:21][O:22][CH2:23][CH2:24]3)[n:18]2)[CH2:14]1.[CH3:25][OH:26]>>[NH:8]1[CH2:9][CH2:10][O:11][c:12]2[c:13]([n:15][cH:16][c:17]([N:19]3[CH2:20][CH2:21][O:22][CH2:23][CH2:24]3)[n:18]2)[CH2:14]1. Reactants: COC1=CC=C(C=O)C=C1 (4-methoxybenzaldehyde), [Cl-].[NH4+] (ammonium chloride), CCCCCC.C(CCC)[Li] (n-butyllithium hexane), C(C1=CC=CC=C1)OC1=C(C=C(C=C1)F)Br (1-benzyloxy-2-bromo-4-fluorobenzene). The solvent is C1CCOC1 (THF), C1CCOC1 (THF). Conditions: time 30 minute. Yields the product C(C1=CC=CC=C1)OC1=C(C=C(C=C1)F)C(O)C1=CC=C(C=C1)OC ((2-Benzyloxy-5-fluorophenyl)-(4-methoxyphenyl)methanol). Yield: 65.5%. As a reaction SMILES: CCCCCC.C([Li])CCC.[CH2:12]([O:19][C:20]1[CH:25]=[CH:24][C:23]([F:26])=[CH:22][C:21]=1Br)[C:13]1[CH:18]=[CH:17][CH:16]=[CH:15][CH:14]=1.[CH3:28][O:29][C:30]1[CH:37]=[CH:36][C:33]([CH:34]=[O:35])=[CH:32][CH:31]=1.[Cl-].[NH4+]>C1COCC1>[CH2:12]([O:19][C:20]1[CH:25]=[CH:24][C:23]([F:26])=[CH:22][C:21]=1[CH:34]([C:33]1[CH:36]=[CH:37][C:30]([O:29][CH3:28])=[CH:31][CH:32]=1)[OH:35])[C:13]1[CH:18]=[CH:17][CH:16]=[CH:15][CH:14]=1 |f:0.1,4.5|. Procedure details: In a nitrogen stream, an n-butyllithium hexane solution (2.44 M, 2.4 mL) was added dropwise to a solution of 1-benzyloxy-2-bromo-4-fluorobenzene (1.5 g, 5.33 mmol) in THF (60 mL) at −78° C. and the mixture was stirred at the same temperature for 30 minutes. To this solution, a solution of 4-methoxybenzaldehyde (0.6 g, 4.42 mmol) in THF (20 mL) was added dropwise at −78° C. The reaction mixture was stirred at the same temperature for one hour, and then a saturated ammonium chloride aqueous soluti...